This data is from the Open Reaction Database (ORD), a public repository of structured organic reaction records. The task is: describe an organic reaction: reactants, conditions, products, and yield Reactants: CC(=O)OC1CCCC(C)=C1C=CC#Cc1ccc(C(=O)OCC[Si](C)(C)C)cc1, CC[NH+](CC)CC, CCOC(C)=O, CS(C)=O, Cl, [F-], O. The product is CC(=O)OC1CCCC(C)=C1C=CC#Cc1ccc(C(=O)O)cc1. As a reaction SMILES: [C:1]([CH3:2])(=[O:3])[O:4][CH:5]1[CH2:6][CH2:7][CH2:8][C:9]([CH3:30])=[C:10]1[CH:11]=[CH:12][C:13]#[C:14][c:15]1[cH:16][cH:17][c:18]([C:19](=[O:20])[O:21][CH2:22][CH2:23][Si:24]([CH3:25])([CH3:26])[CH3:27])[cH:28][cH:29]1.[CH2:33]([NH+:34]([CH2:35][CH3:36])[CH2:37][CH3:38])[CH3:39].[CH3:41][CH2:42][O:43][C:44](=[O:45])[CH3:46].[CH3:47][S:48]([CH3:49])=[O:50].[ClH:40].[F-:32].[OH2:31]>>[C:1]([CH3:2])(=[O:3])[O:4][CH:5]1[CH2:6][CH2:7][CH2:8][C:9]([CH3:30])=[C:10]1[CH:11]=[CH:12][C:13]#[C:14][c:15]1[cH:16][cH:17][c:18]([C:19](=[O:20])[OH:21])[cH:28][cH:29]1.